This data is from the Open Reaction Database (ORD), a public repository of structured organic reaction records. The task is: describe an organic reaction: reactants, conditions, products, and yield The reactants are C(C1=CC=CC=C1)N (benzylamine), C1(CC1)CN (cyclopropane-methyl-amine), FC1=CC=C(CN(C2=CN=CC(=N2)C=2SC(=C(N2)C)C(=O)O)C)C=C1 (2-{6-[(4-fluoro-benzyl)-methyl-amino]-pyrazin-2-yl}-4-methyl-thiazole-5-carboxylic acid). Product: C1(CC1)CNC(=O)C1=C(N=C(S1)C1=NC(=CN=C1)N(C)CC1=CC=C(C=C1)F)C (2-{6-[(4-fluoro-benzyl)-methyl-amino]-pyrazin-2-yl}-4-methyl-thiazole-5-carboxylic acid cyclopropylmethyl-amide). The yield is 75.0%. RXN SMILES: C(N)C1C=CC=CC=1.[CH:9]1([CH2:12][NH2:13])[CH2:11][CH2:10]1.[F:14][C:15]1[CH:38]=[CH:37][C:18]([CH2:19][N:20]([CH3:36])[C:21]2[N:26]=[C:25]([C:27]3[S:28][C:29]([C:33](O)=[O:34])=[C:30]([CH3:32])[N:31]=3)[CH:24]=[N:23][CH:22]=2)=[CH:17][CH:16]=1>>[CH:9]1([CH2:12][NH:13][C:33]([C:29]2[S:28][C:27]([C:25]3[CH:24]=[N:23][CH:22]=[C:21]([N:20]([CH2:19][C:18]4[CH:37]=[CH:38][C:15]([F:14])=[CH:16][CH:17]=4)[CH3:36])[N:26]=3)=[N:31][C:30]=2[CH3:32])=[O:34])[CH2:11][CH2:10]1. Reported procedure: Following the procedure described in Example 1 (Part A), making variations as required to replace benzylamine with cyclopropane-methyl-amine to react with 2-{6-[(4-fluoro-benzyl)-methyl-amino]-pyrazin-2-yl}-4-methyl-thiazole-5-carboxylic acid, the title compound was obtained in 75% yield. 1H NMR (400 MHz, CD2Cl2) δ 8.58 (s, 1H), 8.05 (s, 1H), 7.25-7.31 (m, 2H), 6.98-7.05 (m, 2H), 5.95 (bs, 1H), 4.82 (s, 2H), 3.21-3.26 (m, 2H), 3.15 (s, 3H), 2.70 (s, 3H), 1.00-1.10 (m, 1H), 0.50-0.57 (m, 2H), 0.2... Reactants: C(=C)(C)C1C(C(CC1)(O)C)=C (3-isopropenyl-1-methyl-2-methylene-cyclopentan-1-ol), COC(=C)C (isopropenyl methyl ether). Reagents/catalysts: P(O)(O)(O)=O (phosphoric acid). The product is C(=C)(C)C1C(=C(CC1)C)CCC(C)=O (3-isopropenyl-1-methyl-2-(3-oxobutyl)-cyclopent-1-ene). Yield: 60.4%. Reaction SMILES: [C:1]([CH:4]1[CH2:8][CH2:7][C:6]([CH3:10])(O)[C:5]1=[CH2:11])([CH3:3])=[CH2:2].C[O:13][C:14]([CH3:16])=[CH2:15]>P(=O)(O)(O)O>[C:1]([CH:4]1[CH2:8][CH2:7][C:6]([CH3:10])=[C:5]1[CH2:11][CH2:15][C:14](=[O:13])[CH3:16])([CH3:3])=[CH2:2]. Procedure details: 15 drops of 85% phosphoric acid were added to a mixture, cooled in a laboratory autoclave, of 76 g of 3-isopropenyl-1-methyl-2-methylene-cyclopentan-1-ol and 120 g of isopropenyl methyl ether. After gassing with nitrogen, the autoclave was brought, in an oil bath of 180° C, to an internal temperature of 150° C and held at this temperture until a distinct drop in pressure occurred (about 50-75 minutes). The reaction mixture was quenched by intensive cooling, treated with solid potassium hydroxide...